Task: describe an organic reaction: reactants, conditions, products, and yield. Dataset: the Open Reaction Database (ORD), a public repository of structured organic reaction records Reactants: CCOC(=O)C(C)(C)Sc1ccc(C#N)cc1F, C1CCOC1, C[Si](C)(C)[O-], [K+]. Product: CC(C)(Sc1ccc(C#N)cc1F)C(=O)O. RXN SMILES: [CH2:1]([CH3:2])[O:3][C:4]([C:5]([CH3:6])([CH3:7])[S:8][c:9]1[c:10]([F:17])[cH:11][c:12]([C:15]#[N:16])[cH:13][cH:14]1)=[O:18].[CH2:25]1[O:26][CH2:27][CH2:28][CH2:29]1.[CH3:19][Si:20]([CH3:21])([CH3:22])[O-:23].[K+:24]>>[O:3]=[C:4]([C:5]([CH3:6])([CH3:7])[S:8][c:9]1[c:10]([F:17])[cH:11][c:12]([C:15]#[N:16])[cH:13][cH:14]1)[OH:18].